Task: describe an organic reaction: reactants, conditions, products, and yield. Dataset: the Open Reaction Database (ORD), a public repository of structured organic reaction records Reactants: ClCCl, CSc1cc(Cl)ncn1, I. Product: CSc1cc(I)ncn1. As a reaction SMILES: [Cl:11][CH2:12][Cl:13].[Cl:1][c:2]1[n:3][cH:4][n:5][c:6]([S:8][CH3:9])[cH:7]1.[IH:10]>>[c:2]1([I:10])[n:3][cH:4][n:5][c:6]([S:8][CH3:9])[cH:7]1.